From a dataset of the Open Reaction Database (ORD), a public repository of structured organic reaction records. describe an organic reaction: reactants, conditions, products, and yield The reactants are C1CCOC1, CN(C)C(=O)C1CC(O)CN1, CCN(C(C)C)C(C)C, COc1ncccc1C1(Cl)C(=O)Nc2ccc(Cl)cc21, ClCCl, Cl, O. The product is COc1ncccc1C1(N2CC(O)CC2C(=O)N(C)C)C(=O)Nc2ccc(Cl)cc21. RXN SMILES: [CH2:33]1[O:34][CH2:35][CH2:36][CH2:37]1.[CH3:2][N:3]([C:4](=[O:5])[CH:6]1[NH:7][CH2:8][CH:9]([OH:11])[CH2:10]1)[CH3:12].[CH:38]([N:39]([CH2:40][CH3:41])[CH:42]([CH3:43])[CH3:44])([CH3:45])[CH3:46].[Cl:13][C:14]1([c:25]2[c:26]([O:31][CH3:32])[n:27][cH:28][cH:29][cH:30]2)[C:15](=[O:24])[NH:16][c:17]2[cH:18][cH:19][c:20]([Cl:23])[cH:21][c:22]21.[Cl:47][CH2:48][Cl:49].[ClH:1].[OH2:50]>>[CH3:2][N:3]([C:4](=[O:5])[CH:6]1[N:7]([C:14]2([c:25]3[c:26]([O:31][CH3:32])[n:27][cH:28][cH:29][cH:30]3)[C:15](=[O:24])[NH:16][c:17]3[cH:18][cH:19][c:20]([Cl:23])[cH:21][c:22]32)[CH2:8][CH:9]([OH:11])[CH2:10]1)[CH3:12]. The reactants are CO, [H][H], CC(C)(N)C(=O)NC(Cc1c[nH]c2ccccc12)C(=O)N1CCC2(CC1)CC(N(CC(=O)OCc1ccccc1)S(C)(=O)=O)c1ccccc12. Yields the product CC(C)(N)C(=O)NC(Cc1c[nH]c2ccccc12)C(=O)N1CCC2(CC1)CC(N(CC(=O)O)S(C)(=O)=O)c1ccccc12. Reaction SMILES: [CH3:53][OH:54].[H:51][H:52].[c:1]1([CH2:2][O:8][C:9](=[O:10])[CH2:11][N:12]([S:13](=[O:14])(=[O:15])[CH3:16])[CH:17]2[CH2:18][C:19]3([c:20]4[cH:21][cH:22][cH:23][cH:24][c:25]42)[CH2:26][CH2:27][N:28]([C:31](=[O:32])[CH:33]([CH2:34][c:35]2[cH:36][nH:37][c:38]4[cH:39][cH:40][cH:41][cH:42][c:43]24)[NH:44][C:45]([C:46]([CH3:47])([CH3:48])[NH2:49])=[O:50])[CH2:29][CH2:30]3)[cH:3][cH:4][cH:5][cH:6][cH:7]1>>[O:8]=[C:9]([OH:10])[CH2:11][N:12]([S:13](=[O:14])(=[O:15])[CH3:16])[CH:17]1[CH2:18][C:19]2([c:20]3[cH:21][cH:22][cH:23][cH:24][c:25]31)[CH2:26][CH2:27][N:28]([C:31](=[O:32])[CH:33]([CH2:34][c:35]1[cH:36][nH:37][c:38]3[cH:39][cH:40][cH:41][cH:42][c:43]13)[NH:44][C:45]([C:46]([CH3:47])([CH3:48])[NH2:49])=[O:50])[CH2:29][CH2:30]2.